From a dataset of the Open Reaction Database (ORD), a public repository of structured organic reaction records. describe an organic reaction: reactants, conditions, products, and yield Reactants: FC=1C=C(OCCCC(=O)O)C=CC1 (4-(3-fluorophenoxy)butanoic acid), ClSCl (dichlorosulfane). Product: FC=1C=C(OCCCC(=O)Cl)C=CC1 (4-(3-fluorophenoxy)butanoyl chloride). Reaction SMILES: [F:1][C:2]1[CH:3]=[C:4]([CH:12]=[CH:13][CH:14]=1)[O:5][CH2:6][CH2:7][CH2:8][C:9](O)=[O:10].[Cl:15]SCl>>[F:1][C:2]1[CH:3]=[C:4]([CH:12]=[CH:13][CH:14]=1)[O:5][CH2:6][CH2:7][CH2:8][C:9]([Cl:15])=[O:10]. Procedure: A solution of 4-(3-fluorophenoxy)butanoic acid (3.00 g, 15.1 mmol) in dichlorosulfane (15 mL) under N2 was refluxed for 3 h. The mixture was cooled to rt and concentrated in vacuo to give the title compound, which was used for next step without further purification. Reactants: C(=O)(OC(C)(C)C)N1[C@H](C(=O)O)CCC1 (N-Boc-L-proline), BrC1=CC=C(C=C1)C(CC(=O)OCC)=O (ethyl 3-(4-bromophenyl)-3-oxopropanoate), C1CC(=O)N(C1=O)Br (NBS), BrC(C(=O)OCC)C(=O)C1=CC=C(C=C1)Br (Ethyl 2-bromo-3-(4-bromophenyl)-3-oxopropanoate), CCN(C(C)C)C(C)C (Hunig's base). Solvent: C(C)#N (acetonitrile), C(Cl)Cl (CH2Cl2). Conditions: time 18 hour. Product: N1(C(CCC1)C(=O)O[C@@H](C(=O)C1=CC=C(C=C1)Br)C(=O)OCC)C(=O)OC(C)(C)C ((2S)-2-(1-(4-bromophenyl)-3-ethoxy-1,3-dioxopropan-2-yl) 1-tert-butyl pyrrolidine-1,2-dicarboxylate). Reaction SMILES: [Br:1][C:2]1[CH:7]=[CH:6][C:5]([C:8](=[O:15])[CH2:9][C:10]([O:12][CH2:13][CH3:14])=[O:11])=[CH:4][CH:3]=1.C1C(=O)N(Br)C(=O)C1.BrC(C(C1C=CC(Br)=CC=1)=O)C(OCC)=O.[C:40]([N:47]1[CH2:54][CH2:53][CH2:52][C@H:48]1[C:49]([OH:51])=[O:50])([O:42][C:43]([CH3:46])([CH3:45])[CH3:44])=[O:41].CCN(C(C)C)C(C)C>C(Cl)Cl.C(#N)C>[N:47]1([C:40]([O:42][C:43]([CH3:46])([CH3:45])[CH3:44])=[O:41])[CH2:54][CH2:53][CH2:52][CH:48]1[C:49]([O:51][C@H:9]([C:10]([O:12][CH2:13][CH3:14])=[O:11])[C:8]([C:5]1[CH:4]=[CH:3][C:2]([Br:1])=[CH:7][CH:6]=1)=[O:15])=[O:50]. Reported procedure: The ethyl 3-(4-bromophenyl)-3-oxopropanoate (15 g, 55 mmol) was dissolved in CH2Cl2 (600 mL) and freshly recrystallized NBS (9.8 g, 55 mmol) was added and the solution stirred 18 hr. The reaction mixture was washed with NaHCO3 solution, brine, and dried (MgSO4), filtered, and concentrated to give a residue which was not purified. Ethyl 2-bromo-3-(4-bromophenyl)-3-oxopropanoate (16.5 g, 48 mmol) and N-Boc-L-proline (10 g, 48 mmol) were taken up in acetonitrile (450 mL) and Hunig's base (16 mL, 95... Reactants: Cl.NO (hydroxylamine hydrochloride), [H-].[Na+] (sodium hydride), C(C1=CC=CC=C1)N1C(C2C(C1=O)C(N(C2CC2=CC=C(C#N)C=C2)C)(C)C)=O ((1RS, 3aSR,6aRS)-4-(5-benzyl-2,3,3-trimethyl-4,6-dioxo-octahydro-pyrrolo[3,4-c]pyrrol-1-ylmethyl)-benzonitrile). The solvent is CN(C)C=O (DMF), CN(C)C=O (DMF). Run at temperature 0 celsius, time 2 day. The product is NC(C1=CC=C(CC2C3C(C(N2C)(C)C)C(N(C3=O)CC3=CC=CC=C3)=O)C=C1)=NO ((3aRS,4RS,6aSR)-4-[4-(amino-hydroxyimino-methyl)-benzyl]-2-benzyl-5,6,6-trimethyl-tetrahydro-pyrrolo[3,4-c]pyrrole-1,3-dione). Isolated yield 97.7%. Reaction SMILES: Cl.[NH2:2][OH:3].[H-].[Na+].[CH2:6]([N:13]1[C:17](=[O:18])[CH:16]2[C:19]([CH3:33])([CH3:32])[N:20]([CH3:31])[CH:21]([CH2:22][C:23]3[CH:30]=[CH:29][C:26]([C:27]#[N:28])=[CH:25][CH:24]=3)[CH:15]2[C:14]1=[O:34])[C:7]1[CH:12]=[CH:11][CH:10]=[CH:9][CH:8]=1>CN(C=O)C>[NH2:28][C:27](=[N:2][OH:3])[C:26]1[CH:25]=[CH:24][C:23]([CH2:22][CH:21]2[N:20]([CH3:31])[C:19]([CH3:32])([CH3:33])[CH:16]3[C:17](=[O:18])[N:13]([CH2:6][C:7]4[CH:12]=[CH:11][CH:10]=[CH:9][CH:8]=4)[C:14](=[O:34])[CH:15]23)=[CH:30][CH:29]=1 |f:0.1,2.3|. Procedure details: 2.19 g (31.56 mmol) of hydroxylamine hydrochloride were suspended in 8 ml of DMF and cooled to 0° C. 0.79 g (26.3 mmol) of 80% sodium hydride was added slowly. 1.02 g (2.63 mmol) of (1RS, 3aSR,6aRS)-4-(5-benzyl-2,3,3-trimethyl-4,6-dioxo-octahydro-pyrrolo[3,4-c]pyrrol-1-ylmethyl)-benzonitrile were dissolved in DMF and added to the reaction mixture. The cooling was then no longer applied. The mixture was stirred at room temperature for 2 days. Thereafter, it was filtered and the DMF was removed in... Starting materials: C1(=CC=CC=C1)C (toluene), C([O-])([O-])=O.[Na+].[Na+] (sodium carbonate), COC(C1=CC=C(C=C1)I)=O (4-iodobenzoic acid methyl ester), N1=CC(=CC=C1)B(O)O (pyridine-3-boronic acid). Reagents/catalysts: [Pd](Cl)Cl.C1(=CC=CC=C1)P(C1=CC=CC=C1)C1=CC=CC=C1.C1(=CC=CC=C1)P(C1=CC=CC=C1)C1=CC=CC=C1 (bis(triphenylphosphine) palladium(II) chloride). Solvent: CO (methanol), C(C)(=O)OCC (ethyl acetate). Conditions: temperature 80 celsius. The product is N1=CC(=CC=C1)C1=CC=C(C=O)C=C1 (4-Pyridin-3-yl-benzaldehyde). Yield: 98.2%. As a reaction SMILES: CO[C:3](=[O:11])[C:4]1[CH:9]=[CH:8][C:7](I)=[CH:6][CH:5]=1.[N:12]1[CH:17]=[CH:16][CH:15]=[C:14](B(O)O)[CH:13]=1.C1(C)C=CC=CC=1.C(=O)([O-])[O-].[Na+].[Na+]>C(OCC)(=O)C.[Pd](Cl)Cl.C1(P(C2C=CC=CC=2)C2C=CC=CC=2)C=CC=CC=1.C1(P(C2C=CC=CC=2)C2C=CC=CC=2)C=CC=CC=1.CO>[N:12]1[CH:17]=[CH:16][CH:15]=[C:14]([C:7]2[CH:6]=[CH:5][C:4]([CH:3]=[O:11])=[CH:9][CH:8]=2)[CH:13]=1 |f:3.4.5,7.8.9|. Reported procedure: To a mixture of 1.18 g 4-iodobenzoic acid methyl ester, 830 mg pyridine-3-boronic acid, and 158 mg bis(triphenylphosphine) palladium(II) chloride was added solvent (18 mL toluene and 5 mL methanol) followed by 4.5 mL of 2M sodium carbonate and the mixture heated to 80° C. on an oil bath. After 16 hours the mixture was cooled to room temperature diluted with ethyl acetate and filtered through diatomaceous earth. The organic portion was washed sequentially with 1.25N sodium hydroxide and brine, dr... Starting materials: CC(C)(C)OC(=O)N1CCC(C#N)(C(=O)N2CCOCC2)CC1, Cl, C1COCCO1. Yields the product N#CC1(C(=O)N2CCOCC2)CCNCC1, Cl. Reaction SMILES: [C:1](#[N:2])[C:3]1([C:16](=[O:17])[N:18]2[CH2:19][CH2:20][O:21][CH2:22][CH2:23]2)[CH2:4][CH2:5][N:6]([C:9]([O:10][C:11]([CH3:12])([CH3:13])[CH3:14])=[O:15])[CH2:7][CH2:8]1.[ClH:24].[O:25]1[CH2:26][CH2:27][O:28][CH2:29][CH2:30]1>>[C:1](#[N:2])[C:3]1([C:16](=[O:17])[N:18]2[CH2:19][CH2:20][O:21][CH2:22][CH2:23]2)[CH2:4][CH2:5][NH:6][CH2:7][CH2:8]1.[ClH:24].